This data is from the Open Reaction Database (ORD), a public repository of structured organic reaction records. The task is: describe an organic reaction: reactants, conditions, products, and yield The reactants are C(CCCCCCCO)O (1,8-Octanediol), O1CCCC=C1 (dihydropyrane). Yields the product O1C(CCCC1)CCCCCCCCO (8-(tetrahydropyran-2-yl)octanol). As a reaction SMILES: [CH2:1](O)[CH2:2][CH2:3][CH2:4][CH2:5][CH2:6][CH2:7][CH2:8][OH:9].[O:11]1[CH:16]=[CH:15][CH2:14][CH2:13][CH2:12]1>>[O:11]1[CH2:16][CH2:15][CH2:14][CH2:13][CH:12]1[CH2:1][CH2:2][CH2:3][CH2:4][CH2:5][CH2:6][CH2:7][CH2:8][OH:9]. Reported procedure: 1,8-Octanediol is treated with one equivalent of dihydropyrane in the presence of acid to give the 8-(tetrahydropyran-2-yl)octanol. 8-(Tetrahydropyran-2-yl)octanol, N-hydroxyphthalimide and triphenylphosphine in DMF are treated at 0° C. with diisopropylazodicarboxylate utilizing Mitsunobu reaction conditions to give O-[8-(tetrahydropyran-2-yl)octanol)phthalimide. Acid treatment of O-[8-(tetrahydropyran-2-yl)octanol]phthalimide will yield O-(octanol)phthalimide which in turn when treated with pho... Starting materials: C(C(COP(=O)(CNCC(=O)O)O)O)O (glyceryl glyphosate), C(C(COP(=O)(CNCC(=O)O)O)O)O (glyceryl glyphosate), C(CNC(CO)(CO)CO)CNC(CO)(CO)CO (Bis-Tris propane), (3-14C-)glyphosate, phosphonate monoester, [Cl-].[K+] (KCl). Run at time 1 hour. Product: C(C(=O)O)NCP(=O)(O)O (glyphosate). Reaction SMILES: C(O)C(O)C[O:4][P:5]([OH:13])([CH2:7][NH:8][CH2:9][C:10]([OH:12])=[O:11])=[O:6].C(CNC(CO)(CO)CO)CNC(CO)(CO)CO.[Cl-].[K+]>>[CH2:9]([NH:8][CH2:7][P:5]([OH:13])([OH:6])=[O:4])[C:10]([OH:12])=[O:11] |f:2.3|. Reported procedure: The enzymatic reaction can be assayed using labelled (3-14C-) glyceryl glyphosate as a substrate and following the conversion to (3-14C-)glyphosate as a product using a high pressure liquid chromatography system with a radioactive detector. This assay is the most specific for the phosphonate monoester hydrolase enzymes useful for conditional cell lethality. An enzyme assay consists of 40,000 cpm of labelled (3-14C-) glyceryl glyphosate (obtained from NEN Biochemicals), the PEH sample in buffer a...